This data is from the Open Reaction Database (ORD), a public repository of structured organic reaction records. The task is: describe an organic reaction: reactants, conditions, products, and yield Reactants: O1C(=CC2=C1C=CC=C2)C(C2=CC=CC=C2)Cl (α(benzofuran-2-yl)benzyl chloride), CN1CCNCC1 (1-methyl-piperazine). Solvent: O1CCOCC1 (dioxane), O1CCOCC1 (dioxane). Run at temperature 70 celsius, time 2 hour. Product: CN1CCN(CC1)C(C1=CC=CC=C1)C=1OC2=C(C1)C=CC=C2 (1-methyl-4[(benzofuran-2-yl)(phenyl)methyl]piperazine). RXN SMILES: [O:1]1[C:5]2[CH:6]=[CH:7][CH:8]=[CH:9][C:4]=2[CH:3]=[C:2]1[CH:10](Cl)[C:11]1[CH:16]=[CH:15][CH:14]=[CH:13][CH:12]=1.[CH3:18][N:19]1[CH2:24][CH2:23][NH:22][CH2:21][CH2:20]1>O1CCOCC1>[CH3:18][N:19]1[CH2:24][CH2:23][N:22]([CH:10]([C:2]2[O:1][C:5]3[CH:6]=[CH:7][CH:8]=[CH:9][C:4]=3[CH:3]=2)[C:11]2[CH:16]=[CH:15][CH:14]=[CH:13][CH:12]=2)[CH2:21][CH2:20]1. Procedure details: 25.4 g of α(benzofuran-2-yl)benzyl chloride dissolved in 150 ml of dioxane are added slowly at about 60°-70° C. to 26 g of 1-methyl-piperazine in 150 ml of dioxane. After the addition, the mixture is stirred at about 70° C. for a further two hours. The solvent is removed under reduced pressure, the residue is then dissolved in 5% sodium bicarbonate and extracted with ethyl ether. After washing the ether phase with water and drying with sodium sulphate, the hydrochloride is precipitated by bubbli... The reactants are C[C@H](C1=CC=CC=C1)N ((R)-(+)-α-methylbenzylamine), ClC=1C=C(CC2(C(NC(N2)=O)=O)C)C=CC1Cl ((+/-)-5-(3,4-dichlorobenzyl)-5-methylhydantoin). Solvent: CC(=O)C (acetone). Product: ClC=1C=C(C[C@]2(C(NC(N2)=O)=O)C)C=CC1Cl ((S)-(-)-5-(3,4-dichlorobenzyl)-5-methylhydantoin). RXN SMILES: C[C@@H](N)C1C=CC=CC=1.[Cl:10][C:11]1[CH:12]=[C:13]([CH:23]=[CH:24][C:25]=1[Cl:26])[CH2:14][C:15]1([CH3:22])[NH:19][C:18](=[O:20])[NH:17][C:16]1=[O:21]>CC(C)=O>[Cl:10][C:11]1[CH:12]=[C:13]([CH:23]=[CH:24][C:25]=1[Cl:26])[CH2:14][C@:15]1([CH3:22])[NH:19][C:18](=[O:20])[NH:17][C:16]1=[O:21]. Reported procedure: Advantageously, compared to this preparation which comprises six steps in all, the preferred process for the purposes of the invention, which is faster and more economical, enables (S)-(-)-2-amino-2-(3,4-dichlorobenzyl)-1-propanol to be prepared in four synthesis steps from 3,4-dichlorophenylacetone. Essentially, the process consists in reacting the ketone by the Bucherer-Berg reaction with potassium cyanide and ammonium carbonate to obtain (+/-)-5-(3,4-dichlorobenzyl)-5-methylhydantoin, which i... Starting materials: Brc1cn2nc(-c3ccco3)nc2c(Br)n1, N, C1COCCO1. Product: Nc1nc(Br)cn2nc(-c3ccco3)nc12. Reaction SMILES: [Br:2][c:3]1[n:4][c:5]([Br:17])[c:6]2[n:7]([cH:8]1)[n:9][c:10](-[c:12]1[o:13][cH:14][cH:15][cH:16]1)[n:11]2.[NH3:1].[O:18]1[CH2:19][CH2:20][O:21][CH2:22][CH2:23]1>>[NH2:1][c:5]1[n:4][c:3]([Br:2])[cH:8][n:7]2[c:6]1[n:11][c:10](-[c:12]1[o:13][cH:14][cH:15][cH:16]1)[n:9]2. Yields the product C(#C)C=1C=C(C(=O)OC)C=C(C1)[N+](=O)[O-] (Methyl 3-ethynyl-5-nitrobenzoate). The solvent is C1CCOC1 (THF). Reactants: CO (methanol), C([O-])([O-])=O.[K+].[K+] (potassium carbonate), [N+](=O)([O-])C=1C=C(C(=O)OC)C=C(C1)C#C[Si](C)(C)C (Methyl 3-nitro-5-[(trimethylsilyl)ethynyl]benzoate). Conditions: time 1 hour. Yield: 69.6%. Reported procedure: Methyl 3-nitro-5-[(trimethylsilyl)ethynyl]benzoate (7.9 g, 28 mmol) was dissolved in THF (90 mL) and methanol (90 mL) and then potassium carbonate (2.0 g, 14 mmol) was added. The resulting solution was stirred at room temperature for 1 hour. The reaction was quenched with 1 N HCl, and the solvent was removed in vacuo. The aqueous residue was extracted with ethyl acetate twice. The combined organic solutions were washed with brine, dried over Na2SO4, filtered and concentrated to give a solid. The... RXN SMILES: [N+:1]([C:4]1[CH:5]=[C:6]([CH:11]=[C:12]([C:14]#[C:15][Si](C)(C)C)[CH:13]=1)[C:7]([O:9][CH3:10])=[O:8])([O-:3])=[O:2].CO.C(=O)([O-])[O-].[K+].[K+]>C1COCC1>[C:14]([C:12]1[CH:11]=[C:6]([CH:5]=[C:4]([N+:1]([O-:3])=[O:2])[CH:13]=1)[C:7]([O:9][CH3:10])=[O:8])#[CH:15] |f:2.3.4|. Starting materials: C[Sn](C)(C)Cl (trimethyltin chloride), O (water), C(CCC)[Li] (Butyllithium), BrC=1C=CC=C2CCC(CC12)N(CCC)CCC (8-bromo-2-di-n-propylamino-1,2,3,4-tetrahydronaphthalene). The solvent is C1CCOC1 (THF), C1CCOC1 (THF). Reaction conditions: time 1.5 hour. Yields the product C(CC)N(C1CC2=C(C=CC=C2CC1)[Sn](C)(C)C)CCC (2-Di-n-propylamino-8-trimethylstannyl-1,2,3,4-tetrahydronaphthalene). Yield: 152.2%. As a reaction SMILES: C([Li])CCC.Br[C:7]1[CH:8]=[CH:9][CH:10]=[C:11]2[C:16]=1[CH2:15][CH:14]([N:17]([CH2:21][CH2:22][CH3:23])[CH2:18][CH2:19][CH3:20])[CH2:13][CH2:12]2.[CH3:24][Sn:25](Cl)([CH3:27])[CH3:26].O>C1COCC1>[CH2:18]([N:17]([CH2:21][CH2:22][CH3:23])[CH:14]1[CH2:13][CH2:12][C:11]2[C:16](=[C:7]([Sn:25]([CH3:27])([CH3:26])[CH3:24])[CH:8]=[CH:9][CH:10]=2)[CH2:15]1)[CH2:19][CH3:20]. Procedure: Butyllithium (1.2M in hexane; 2.8 ml; 3.4 mmol) was added to a solution of 8-bromo-2-di-n-propylamino-1,2,3,4-tetrahydronaphthalene (1 g; 3.22 mmol) in THF (50 ml) at -78° C. After 1.5 hr., a solution of trimethyltin chloride (1.3 g, 2.0 mmol) in THF (20 ml) was added. The reaction mixture was allowed to warm to room temperature, stirred overnight at room temperature, poured into water, and extracted with methylene chloride. The extract was dried (Na2SO4) and concentrated to give the crude produ... Starting materials: CC(=O)[O-] (monoacetate), N1C(=NCC1)NC=1C=C(C2=C(NC=N2)C1C)C#N (6-[(4,5-Dihydro-1H-imidazol-2-yl)amino-]-7-methyl-1H-benzimidazole-4-carbonitrile), S(O)(O)(=O)=O (sulfuric acid). The product is NC=1C=C(C2=C(NC=N2)C1C)C#N (6-Amino-7-methyl-1H-benzimidazole-4-carbonitrile). As a reaction SMILES: CC([O-])=O.N1CCN=C1[NH:10][C:11]1[CH:12]=[C:13]([C:21]#[N:22])[C:14]2[N:18]=[CH:17][NH:16][C:15]=2[C:19]=1[CH3:20].S(=O)(=O)(O)O>>[NH2:10][C:11]1[CH:12]=[C:13]([C:21]#[N:22])[C:14]2[N:18]=[CH:17][NH:16][C:15]=2[C:19]=1[CH3:20]. Procedure: A comparison of the solubility of the presently claimed anhydrous monoacetate salt of 6-[(4,5-Dihydro-1H-imidazol-2-yl)amino-]-7-methyl-1H-benzimidazole-4-carbonitrile and that of previously disclosed sulfuric acid salt and free base form is presented as Example 18. The reactants are Cl (HCl), N(=NC(=O)OC(C)C)C(=O)OC(C)C (diisopropyl azodicarboxylate), OCCN(CC(=O)NC1=CC(=CC=C1)[N+](=O)[O-])C (N2-(2-hydroxyethyl)-N2-methyl-N1-(3-nitrophenyl)glycinamide), C(CCC)P(CCCC)CCCC (tributylphosphine). Run in CCOC(=O)C (EtOAc), CCOC(=O)C (EtOAc). Reaction conditions: temperature 0 celsius. The product is CN1CCN(CC1)C1=CC(=CC=C1)[N+](=O)[O-] (1-methyl-4-(3-nitrophenyl)piperazine). Isolated yield 79.0%. As a reaction SMILES: N(C(OC(C)C)=O)=NC(OC(C)C)=O.O[CH2:16][CH2:17][N:18]([CH3:32])[CH2:19][C:20]([NH:22][C:23]1[CH:28]=[CH:27][CH:26]=[C:25]([N+:29]([O-:31])=[O:30])[CH:24]=1)=O.C(P(CCCC)CCCC)CCC.Cl>CCOC(C)=O>[CH3:32][N:18]1[CH2:19][CH2:20][N:22]([C:23]2[CH:28]=[CH:27][CH:26]=[C:25]([N+:29]([O-:31])=[O:30])[CH:24]=2)[CH2:16][CH2:17]1. Reported procedure: A solution of diisopropyl azodicarboxylate (51.4 mmol, 1.3 eq) in EtOAc (20 mL) was added to N2-(2-hydroxyethyl)-N2-methyl-N1-(3-nitrophenyl)glycinamide (10 g, 39.5 mmol) and tributylphosphine (13 mL, 51.4 mmol, 1.3 eq.) in EtOAc (50 mL) over a 60-min period during which time the internal reaction temperature was maintained between 25° C. and 30° C. Ethanolic HCl (2.0 M solution, 20 mL) was added dropwise and the resulting slurry was cooled to 0° C. and stirred for an additional hour. The solid ...